From a dataset of the Open Reaction Database (ORD), a public repository of structured organic reaction records. describe an organic reaction: reactants, conditions, products, and yield Reactants: O=C(CC1C(C1C(=O)O)(C)C)C (3-(2-oxopropyl)-2,2-dimethyl-cyclopropane carboxylic acid), C([O-])(O)=O.[K+] (potassium bicarbonate), S(=O)(=O)(OC)OC (dimethyl sulfate), S(=O)(=O)(OC)OC (dimethyl sulfate). The solvent is CC(=O)C (acetone). Run at time 4 hour. Product: O=C(CC1C(C1C(=O)OC)(C)C)C (methyl 3-(2-oxopropyl)-2,2-dimethyl-cyclopropane carboxylate). Yield: 96.4%. As a reaction SMILES: [O:1]=[C:2]([CH3:12])[CH2:3][CH:4]1[CH:6]([C:7]([OH:9])=[O:8])[C:5]1([CH3:11])[CH3:10].[C:13](=O)(O)[O-].[K+].S(OC)(OC)(=O)=O>CC(C)=O>[O:1]=[C:2]([CH3:12])[CH2:3][CH:4]1[CH:6]([C:7]([O:9][CH3:13])=[O:8])[C:5]1([CH3:11])[CH3:10] |f:1.2|. Reported procedure: 10 g of 3-(2-oxopropyl)-2,2-dimethyl-cyclopropane carboxylic acid in 100 ml of acetone were heated to 30° C. to 34° C. in the presence of 7.35 g of potassium bicarbonate and 5 ml of dimethyl sulfate. After 4 hours of stirring, 0.85 ml of dimethyl sulfate were added and the reaction medium was held at 30° to 34° C. for 20 hours. After filtration, the product was taken up in ethyl ether and the solvent was evaporated. The residue was chromatographed on silica (eluant: hexane - ethyl acetate 8-2) t... Yields the product FC=1C=C(C=C(C1)OC(F)(F)F)C1=CC(=NN1C=1C=NC=CC1)C1=C2C(NC(C2=CC=C1)=O)=O (4-{5-[3-fluoro-5-(trifluoromethoxy)phenyl]-1-(pyridine-3-yl)-1H-pyrazole-3-yl}-1H-isoindole-1,3(2H)-dione). Starting materials: O (water), O.O.O.O.O.O.[N+](=O)([O-])[O-].[Mg+2].[N+](=O)([O-])[O-] (magnesium nitrate hexahydrate), [Mn](=O)(=O)(=O)[O-].[K+] (potassium permanganate), FC=1C=C(C=C(C1)OC(F)(F)F)C1=CC(=NN1C=1C=NC=CC1)C1=C2CNC(C2=CC=C1)=O (4-{5-[3-fluoro-5-(trifluoromethoxy)phenyl]-1-(pyridine-3-yl)-1H-pyrazole-3-yl}-2,3-dihydro-1H-isoindole-1-one). Reaction SMILES: [F:1][C:2]1[CH:3]=[C:4]([C:13]2[N:17]([C:18]3[CH:19]=[N:20][CH:21]=[CH:22][CH:23]=3)[N:16]=[C:15]([C:24]3[CH:32]=[CH:31][CH:30]=[C:29]4[C:25]=3[CH2:26][NH:27][C:28]4=[O:33])[CH:14]=2)[CH:5]=[C:6]([O:8][C:9]([F:12])([F:11])[F:10])[CH:7]=1.O.O.O.O.O.O.O.[N+]([O-])([O-])=[O:42].[Mg+2].[N+]([O-])([O-])=O.[Mn]([O-])(=O)(=O)=O.[K+]>CC(C)=O.C(#N)C>[F:1][C:2]1[CH:3]=[C:4]([C:13]2[N:17]([C:18]3[CH:19]=[N:20][CH:21]=[CH:22][CH:23]=3)[N:16]=[C:15]([C:24]3[CH:32]=[CH:31][CH:30]=[C:29]4[C:25]=3[C:26](=[O:42])[NH:27][C:28]4=[O:33])[CH:14]=2)[CH:5]=[C:6]([O:8][C:9]([F:10])([F:11])[F:12])[CH:7]=1 |f:2.3.4.5.6.7.8.9.10,11.12|. Run at time 24 hour. Procedure: 40 mg (0.09 mmol) of the compound from example 7 are absorbed in 1 ml acetone and mixed with 1 ml water, 74 mg (0.29 mmol) magnesium nitrate hexahydrate and 32 mg (0.20 mmol) potassium permanganate. The reaction mixture is stirred for 24 hours at room temperature, diluted with 5 ml acetonitrile and filtered through a Millipore filter. The filtrate is extracted twice with dichloromethane and the combined organic phases washed with a saturated sodium chloride solution, dried using sodium sulfate, ... Run in CC(=O)C (acetone), C(C)#N (acetonitrile). As a reaction SMILES: [CH2:30]([N:31]([CH2:32][CH3:33])[c:34]1[cH:35][cH:36][cH:37][cH:38][cH:39]1)[CH3:40].[P:25]([Cl:26])([Cl:27])([Cl:28])=[O:29].[c:1]1([S:7](=[O:8])(=[O:9])[c:10]2[c:11]([S:23][CH3:24])[n:12][n:13]3[c:14]2[n:15][c:16]([CH2:20][O:21][CH3:22])[cH:17][c:18]3[OH:19])[cH:2][cH:3][cH:4][cH:5][cH:6]1>>[c:1]1([S:7](=[O:8])(=[O:9])[c:10]2[c:11]([S:23][CH3:24])[n:12][n:13]3[c:14]2[n:15][c:16]([CH2:20][O:21][CH3:22])[cH:17][c:18]3[Cl:27])[cH:2][cH:3][cH:4][cH:5][cH:6]1. Reactants: CCN(CC)c1ccccc1, O=P(Cl)(Cl)Cl, COCc1cc(O)n2nc(SC)c(S(=O)(=O)c3ccccc3)c2n1. The product is COCc1cc(Cl)n2nc(SC)c(S(=O)(=O)c3ccccc3)c2n1. Reactants: CCCC[N+](CCCC)(CCCC)CCCC, CC(C)(C)OC(=O)N(CCCl)Cc1nccn1COCC[Si](C)(C)C, [F-], C1CCOC1. Yields the product CC(C)(C)OC(=O)N1CCn2ccnc2C1. Reaction SMILES: [CH3:2][CH2:3][CH2:4][CH2:5][N+:6]([CH2:7][CH2:8][CH2:9][CH3:10])([CH2:11][CH2:12][CH2:13][CH3:14])[CH2:15][CH2:16][CH2:17][CH3:18].[Cl:19][CH2:20][CH2:21][N:22]([C:23]([O:24][C:25]([CH3:26])([CH3:27])[CH3:28])=[O:29])[CH2:30][c:31]1[n:32]([CH2:36][O:37][CH2:38][CH2:39][Si:40]([CH3:41])([CH3:42])[CH3:43])[cH:33][cH:34][n:35]1.[F-:1].[O:44]1[CH2:45][CH2:46][CH2:47][CH2:48]1>>[CH2:21]1[N:22]([C:23]([O:24][C:25]([CH3:26])([CH3:27])[CH3:28])=[O:29])[CH2:30][c:31]2[n:32]([cH:33][cH:34][n:35]2)[CH2:36]1.